Dataset: the Open Reaction Database (ORD), a public repository of structured organic reaction records. Task: describe an organic reaction: reactants, conditions, products, and yield Reactants: CCOC(=O)C(NC(C)=O)C(=O)O, Cc1ccc2c(C=O)c[nH]c2c1, CC(=O)OC(C)=O, c1ccncc1. Product: CCOC(=O)C(=Cc1c[nH]c2cc(C)ccc12)NC(C)=O. As a reaction SMILES: [CH2:13]([CH3:14])[O:15][C:16]([CH:17]([C:18]([OH:19])=[O:20])[NH:21][C:22]([CH3:23])=[O:24])=[O:25].[CH3:1][c:2]1[cH:3][cH:4][c:5]2[c:6]([CH:11]=[O:12])[cH:7][nH:8][c:9]2[cH:10]1.[CH3:26][C:27]([O:28][C:29](=[O:30])[CH3:31])=[O:32].[cH:33]1[cH:34][cH:35][n:36][cH:37][cH:38]1>>[CH3:1][c:2]1[cH:3][cH:4][c:5]2[c:6]([CH:11]=[C:17]([C:16]([O:15][CH2:13][CH3:14])=[O:25])[NH:21][C:22]([CH3:23])=[O:24])[cH:7][nH:8][c:9]2[cH:10]1. Procedure details: To a solution of 4-[4-(2-amino-6-phenyl-pyrimidin-4-ylamino)-phenoxy]-pyridine-2-carbonitrile (Example 8, 200 mg, 0.53 mmol) and sodium acetate (146.6 mg, 459.8 mmol) in acetic acid (4 mL) at rt was added bromine (84 mg, 0.53 mmol). The reaction was allowed to stand for 2 h after which time dichloromethane (20 mL) was added followed by water (20 mL). The phases were separated and the organic layer was washed with a saturated aqueous bicarbonate solution. The combined organic extracts were dried ... Reaction SMILES: [NH2:1][C:2]1[N:7]=[C:6]([NH:8][C:9]2[CH:23]=[CH:22][C:12]([O:13][C:14]3[CH:19]=[CH:18][N:17]=[C:16]([C:20]#[N:21])[CH:15]=3)=[CH:11][CH:10]=2)[CH:5]=[C:4]([C:24]2[CH:29]=[CH:28][CH:27]=[CH:26][CH:25]=2)[N:3]=1.C([O-])(=O)C.[Na+].[Br:35]Br.ClCCl>C(O)(=O)C.O>[NH2:1][C:2]1[N:7]=[C:6]([NH:8][C:9]2[CH:23]=[CH:22][C:12]([O:13][C:14]3[CH:19]=[CH:18][N:17]=[C:16]([C:20]#[N:21])[CH:15]=3)=[CH:11][CH:10]=2)[C:5]([Br:35])=[C:4]([C:24]2[CH:25]=[CH:26][CH:27]=[CH:28][CH:29]=2)[N:3]=1 |f:1.2|. Yield: 82.2%. The solvent is C(C)(=O)O (acetic acid), O (water). The reactants are ClCCl (dichloromethane), NC1=NC(=CC(=N1)NC1=CC=C(OC2=CC(=NC=C2)C#N)C=C1)C1=CC=CC=C1 (4-{4-[(2-amino-6-phenylpyrimidin-4-yl)amino]phenoxy}pyridine-2-carbonitrile), C(C)(=O)[O-].[Na+] (sodium acetate), BrBr (bromine). Yields the product NC1=NC(=C(C(=N1)NC1=CC=C(OC2=CC(=NC=C2)C#N)C=C1)Br)C1=CC=CC=C1 (4-[4-(2-Amino-5-bromo-6-phenyl-pyrimidin-4-ylamino)-phenoxy]-pyridine-2-carbonitrile). Conditions: time 2 hour. Product: COC(=O)CCSCc1csc(NC(N)=NCC(F)(F)F)n1. Reaction SMILES: [CH3:28][CH2:29][OH:30].[ClH:1].[F:2][C:3]([CH2:4][N:5]=[C:6]([NH:7][c:8]1[s:9][cH:10][c:11]([CH2:13][Cl:14])[n:12]1)[NH2:15])([F:16])[F:17].[Na+:19].[OH-:18].[OH2:20].[SH:21][CH2:22][CH2:23][C:24](=[O:25])[O:26][CH3:27]>>[F:2][C:3]([CH2:4][N:5]=[C:6]([NH:7][c:8]1[s:9][cH:10][c:11]([CH2:13][S:21][CH2:22][CH2:23][C:24](=[O:25])[O:26][CH3:27])[n:12]1)[NH2:15])([F:16])[F:17]. Starting materials: CCO, Cl, NC(=NCC(F)(F)F)Nc1nc(CCl)cs1, [Na+], [OH-], O, COC(=O)CCS. The reactants are C(CCC)C1=CC=C(C=C1)C#CC1=CC(=C(CNC2=CC3=C(OC(OC3=O)(C)C)C=C2)C=C1)F (6-({4-[(4-butylphenyl)ethynyl]-2-fluorobenzyl}amino)-2,2-dimethyl-4H-1,3-benzodioxin-4-one), C1(CCCC1)CCC(=O)Cl (3-cyclopentylpropanoyl chloride). Product: C(CCC)C1=CC=C(C=C1)C#CC1=CC(=C(CN(C(CCC2CCCC2)=O)C2=CC3=C(OC(OC3=O)(C)C)C=C2)C=C1)F (N-{4-[(4-butylphenyl)ethynyl]-2-fluorobenzyl}-3-cyclopentyl-N-(2,2-dimethyl-4-oxo-4H-1,3-benzodioxin-6-yl)propanamide). As a reaction SMILES: [CH2:1]([C:5]1[CH:10]=[CH:9][C:8]([C:11]#[C:12][C:13]2[CH:33]=[CH:32][C:16]([CH2:17][NH:18][C:19]3[CH:31]=[CH:30][C:22]4[O:23][C:24]([CH3:29])([CH3:28])[O:25][C:26](=[O:27])[C:21]=4[CH:20]=3)=[C:15]([F:34])[CH:14]=2)=[CH:7][CH:6]=1)[CH2:2][CH2:3][CH3:4].[CH:35]1([CH2:40][CH2:41][C:42](Cl)=[O:43])[CH2:39][CH2:38][CH2:37][CH2:36]1>>[CH2:1]([C:5]1[CH:6]=[CH:7][C:8]([C:11]#[C:12][C:13]2[CH:33]=[CH:32][C:16]([CH2:17][N:18]([C:19]3[CH:31]=[CH:30][C:22]4[O:23][C:24]([CH3:28])([CH3:29])[O:25][C:26](=[O:27])[C:21]=4[CH:20]=3)[C:42](=[O:43])[CH2:41][CH2:40][CH:35]3[CH2:39][CH2:38][CH2:37][CH2:36]3)=[C:15]([F:34])[CH:14]=2)=[CH:9][CH:10]=1)[CH2:2][CH2:3][CH3:4]. Procedure: The titled compound was prepared following the procedure B using 6-({4-[(4-butylphenyl)ethynyl]-2-fluorobenzyl}amino)-2,2-dimethyl-4H-1,3-benzodioxin-4-one and 3-cyclopentylpropanoyl chloride as a colorless oil (73%). 1H NMR (CDCl3, 300 MHz) δ 7.69 (m, 1H), 7.43-7.30 (m, 3H), 7.28-7.20 (m, 1H), 7.19-7.03 (m, 4H), 6.92 (d, J=8.7 Hz, 1H), 4.87 (s, 2H), 2.61 (t, J=7.7 Hz, 2H), 2.06 (m, 2H), 1.73 (s, 6H), 7.70-1.26 (m, 13H), 1.00-0.85 (m, 5H). M+ (ESI): 582. HPLC, Rt: 6.63 min (Purity: 100%). Starting materials: CC(C)(Cc1ccccc1)OC(=O)CC1CC(CCl)OC(C)(C)O1, [Na+], [S-]c1nc2ccccc2s1. Product: CC(C)(Cc1ccccc1)OC(=O)CC1CC(CSc2nc3ccccc3s2)OC(C)(C)O1. Reaction SMILES: [Cl:1][CH2:2][CH:3]1[CH2:4][CH:5]([CH2:11][C:12](=[O:13])[O:14][C:15]([CH2:16][c:17]2[cH:18][cH:19][cH:20][cH:21][cH:22]2)([CH3:23])[CH3:24])[O:6][C:7]([CH3:9])([CH3:10])[O:8]1.[Na+:35].[s:25]1[c:26]([S-:34])[n:27][c:28]2[c:29]1[cH:30][cH:31][cH:32][cH:33]2>>[CH2:2]([CH:3]1[CH2:4][CH:5]([CH2:11][C:12](=[O:13])[O:14][C:15]([CH2:16][c:17]2[cH:18][cH:19][cH:20][cH:21][cH:22]2)([CH3:23])[CH3:24])[O:6][C:7]([CH3:9])([CH3:10])[O:8]1)[S:34][c:26]1[s:25][c:29]2[c:28]([n:27]1)[cH:33][cH:32][cH:31][cH:30]2. Reactants: O=C1CCC(=O)N1Br, CCCCc1nc(Cl)c(C=O)n1Cc1ccc(-c2ccccc2C(=O)OC)cc1, ClC(Cl)(Cl)Cl. Product: CCCC(Br)c1nc(Cl)c(C=O)n1Cc1ccc(-c2ccccc2C(=O)OC)cc1. As a reaction SMILES: [Br:30][N:31]1[C:32](=[O:33])[CH2:34][CH2:35][C:36]1=[O:37].[C:1](=[O:2])([O:3][CH3:4])[c:5]1[c:6](-[c:11]2[cH:12][cH:13][c:14]([CH2:17][n:18]3[c:19]([CH2:26][CH2:27][CH2:28][CH3:29])[n:20][c:21]([Cl:25])[c:22]3[CH:23]=[O:24])[cH:15][cH:16]2)[cH:7][cH:8][cH:9][cH:10]1.[Cl:38][C:39]([Cl:40])([Cl:41])[Cl:42]>>[C:1](=[O:2])([O:3][CH3:4])[c:5]1[c:6](-[c:11]2[cH:12][cH:13][c:14]([CH2:17][n:18]3[c:19]([CH:26]([CH2:27][CH2:28][CH3:29])[Br:30])[n:20][c:21]([Cl:25])[c:22]3[CH:23]=[O:24])[cH:15][cH:16]2)[cH:7][cH:8][cH:9][cH:10]1.